Dataset: the Open Reaction Database (ORD), a public repository of structured organic reaction records. Task: describe an organic reaction: reactants, conditions, products, and yield Starting materials: C(CC(=O)C)(=O)N[C@H]1CC(=O)OC1=O (N-acetoacetyl-L-aspartic anhydride), COC([C@@H](N)CC1=CC=CC=C1)=O (L-phenylalanine methyl ester). The product is COC([C@@H](NC([C@@H](NC(CC(=O)C)=O)CC(O)=O)=O)CC1=CC=CC=C1)=O (N-acetoacetyl-α-L-aspartyl-L-phenylalanine methyl ester). As a reaction SMILES: [C:1]([NH:7][C@@H:8]1[C:13](=[O:14])[O:12][C:10](=[O:11])[CH2:9]1)(=[O:6])[CH2:2][C:3]([CH3:5])=[O:4].[CH3:15][O:16][C:17](=[O:27])[C@H:18]([CH2:20][C:21]1[CH:26]=[CH:25][CH:24]=[CH:23][CH:22]=1)[NH2:19]>>[CH3:15][O:16][C:17](=[O:27])[C@H:18]([CH2:20][C:21]1[CH:26]=[CH:25][CH:24]=[CH:23][CH:22]=1)[NH:19][C:13](=[O:14])[C@H:8]([CH2:9][C:10](=[O:11])[OH:12])[NH:7][C:1](=[O:6])[CH2:2][C:3]([CH3:5])=[O:4]. Procedure: reacting N-acetoacetyl-L-aspartic anhydride with L-phenylalanine methyl ester to form N-acetoacetyl-α-L-aspartyl-L-phenylalanine methyl ester.